This data is from the Open Reaction Database (ORD), a public repository of structured organic reaction records. The task is: describe an organic reaction: reactants, conditions, products, and yield The reactants are N1(CCCC1)CC1CCN(CC1)C=1C=C(C=O)C=CC1 (3-(4-Pyrrolidin-1-ylmethyl-piperidin-1-yl)-benzaldehyde), N1CCOCC1 (morpholine). Product: N1(CCCC1)CC1CCN(CC1)C=1C=C(CN2CCOCC2)C=CC1 (4-{3-(4-Pyrrolidin-1-ylmethyl-piperidin-1-yl)-benzyl}-morpholine). As a reaction SMILES: [N:1]1([CH2:6][CH:7]2[CH2:12][CH2:11][N:10]([C:13]3[CH:14]=[C:15]([CH:18]=[CH:19][CH:20]=3)[CH:16]=O)[CH2:9][CH2:8]2)[CH2:5][CH2:4][CH2:3][CH2:2]1.[NH:21]1[CH2:26][CH2:25][O:24][CH2:23][CH2:22]1>>[N:1]1([CH2:6][CH:7]2[CH2:12][CH2:11][N:10]([C:13]3[CH:14]=[C:15]([CH:18]=[CH:19][CH:20]=3)[CH2:16][N:21]3[CH2:26][CH2:25][O:24][CH2:23][CH2:22]3)[CH2:9][CH2:8]2)[CH2:5][CH2:4][CH2:3][CH2:2]1. Procedure: Prepared from the product of Example 20 and morpholine. The reactants are COC(=O)c1ccc(C(N)=O)cc1S(=O)(=O)NC(C)(C)C, CNC, CO, N. Product: CN(C)C(=O)c1ccc(C(N)=O)cc1S(=O)(=O)NC(C)(C)C. Reaction SMILES: [C:2]([CH3:3])([CH3:4])([CH3:5])[NH:6][S:7](=[O:8])(=[O:9])[c:10]1[c:11]([C:12]([O:14][CH3:13])=[O:15])[cH:16][cH:17][c:18]([C:20]([NH2:21])=[O:22])[cH:19]1.[CH3:23][NH:24][CH3:25].[CH3:26][OH:27].[NH3:1]>>[C:2]([CH3:3])([CH3:4])([CH3:5])[NH:6][S:7](=[O:8])(=[O:9])[c:10]1[c:11]([C:12](=[O:14])[N:24]([CH3:23])[CH3:25])[cH:16][cH:17][c:18]([C:20]([NH2:21])=[O:22])[cH:19]1.